Dataset: the Open Reaction Database (ORD), a public repository of structured organic reaction records. Task: describe an organic reaction: reactants, conditions, products, and yield The reactants are C([O-])([O-])=O.[NH4+].[NH4+] (ammonium carbonate), O.O.O.O.O.O.[N+](=O)([O-])[O-].[Co+2].[N+](=O)([O-])[O-] (cobalt nitrate hexahydrate), O.O.O.O.O.O.O.O.O.[N+](=O)([O-])[O-].[Al+3].[N+](=O)([O-])[O-].[N+](=O)([O-])[O-] (aluminum nitrate nonahydrate). Run in O (water), O (water). Reaction conditions: time 3 hour. The product is [O-2].[O-2].[O-2].[O-2].[O-2].[Al+3].[Al+3].[Co+2].[Co+2] (Cobalt Aluminate). As a reaction SMILES: O.O.O.O.O.O.[N+]([O-])([O-])=[O:8].[Co+2:11].[N+]([O-])([O-])=[O:13].O.O.O.O.O.O.O.O.O.[N+]([O-])([O-])=[O:26].[Al+3:29].[N+]([O-])([O-])=[O:31].[N+]([O-])([O-])=[O:35].C(=O)([O-])[O-].[NH4+].[NH4+]>O>[O-2:8].[O-2:13].[O-2:26].[O-2:31].[O-2:35].[Al+3:29].[Al+3:29].[Co+2:11].[Co+2:11] |f:0.1.2.3.4.5.6.7.8,9.10.11.12.13.14.15.16.17.18.19.20.21,22.23.24,26.27.28.29.30.31.32.33.34|. Reported procedure: In 300 ml of pure water were dissolved 29 g of cobalt nitrate hexahydrate and 75 g of aluminum nitrate nonahydrate. A solution of 38.4 g of ammonium carbonate dissolved in 100 ml of pure water was gradually added thereto with stirring to form a gel-form precipitate. The precipitate was washed with pure water three times, dried at 100° C. overnight and calcined at 600° C. in an air stream. The calcined material was then calcined at 800° C. in a muffle furnace for 3 hours to a cobalt aluminate cat... The reactants are COC=1C=C(C=CC1OC)C=1C2=C(NN1)C1=CC=CC=C1C2=O (3-(3,4-dimethoxyphenyl)indeno[1,2-c]pyrazol-4(1H)-one), [BH4-].[Na+] (sodium borohydride). Solvent: C(C)O (ethanol). The product is COC=1C=C(C=CC1OC)C=1C2=C(NN1)C1=CC=CC=C1C2O (3-(3,4-dimethoxyphenyl)-1,4-dihydroindeno[1,2-c]pyrazol-4-ol). As a reaction SMILES: [CH3:1][O:2][C:3]1[CH:4]=[C:5]([C:11]2[C:12]3[C:22](=[O:23])[C:21]4[C:16](=[CH:17][CH:18]=[CH:19][CH:20]=4)[C:13]=3[NH:14][N:15]=2)[CH:6]=[CH:7][C:8]=1[O:9][CH3:10].[BH4-].[Na+]>C(O)C>[CH3:1][O:2][C:3]1[CH:4]=[C:5]([C:11]2[C:12]3[CH:22]([OH:23])[C:21]4[C:16](=[CH:17][CH:18]=[CH:19][CH:20]=4)[C:13]=3[NH:14][N:15]=2)[CH:6]=[CH:7][C:8]=1[O:9][CH3:10] |f:1.2|. Procedure details: A mixture of 3-(3,4-dimethoxyphenyl)indeno[1,2-c]pyrazol-4(1H)-one (0.6 g) and sodium borohydride (0.16 g) in absolute ethanol (100 ml) was boiled under reflux for 5 hours. The reaction mixture was cooled and the ethanol removed under reduced pressure. Water (20 ml) was added and the mixture was extracted with ethyl acetate (3×50 ml). The combined ethyl acetate extracts were washed with water, dried, filtered and evaporated to give a solid which was purified by preparative high performance liqui... Starting materials: O=C(NCCC#CCCCNC(=O)c1ccc(OC(F)(F)F)cc1)c1ccc(OC(F)(F)F)cc1, CCO, [H][H], c1ccncc1. Product: O=C(NCCC=CCCCNC(=O)c1ccc(OC(F)(F)F)cc1)c1ccc(OC(F)(F)F)cc1. RXN SMILES: [CH2:1]([CH2:2][C:3]#[C:4][CH2:5][CH2:6][CH2:7][NH:8][C:9]([c:10]1[cH:11][cH:12][c:13]([O:16][C:17]([F:18])([F:19])[F:20])[cH:14][cH:15]1)=[O:21])[NH:22][C:23]([c:24]1[cH:25][cH:26][c:27]([O:30][C:31]([F:32])([F:33])[F:34])[cH:28][cH:29]1)=[O:35].[CH3:36][CH2:37][OH:38].[H:39][H:40].[cH:41]1[cH:42][cH:43][n:44][cH:45][cH:46]1>>[CH2:1]([CH2:2][CH:3]=[CH:4][CH2:5][CH2:6][CH2:7][NH:8][C:9]([c:10]1[cH:11][cH:12][c:13]([O:16][C:17]([F:18])([F:19])[F:20])[cH:14][cH:15]1)=[O:21])[NH:22][C:23]([c:24]1[cH:25][cH:26][c:27]([O:30][C:31]([F:32])([F:33])[F:34])[cH:28][cH:29]1)=[O:35].